Dataset: the Open Reaction Database (ORD), a public repository of structured organic reaction records. Task: describe an organic reaction: reactants, conditions, products, and yield Reactants: CC1=NN=C(O1)CN (C-(5-Methyl-[1,3,4]oxadiazol-2-yl)-methylamine), C(C)(C)N1C=C(C(C(=C1C)C1=CC(=CC=C1)C(F)(F)F)=O)C(=O)O (1-isopropyl-6-methyl-4-oxo-5-(3-trifluoromethyl-phenyl)-1,4-dihydro-pyridine-3-carboxylic acid), CN(C)C(=[N+](C)C)ON1C2=C(C=CC=C2)N=N1.[B-](F)(F)(F)F (TBTU), CN1CCOCC1 (N-methylmorpholine). The solvent is CN(C)C=O (DMF). Run at time 18 hour. The product is CC1=NN=C(O1)CNC(=O)C1=CN(C(=C(C1=O)C1=CC(=CC=C1)C(F)(F)F)C)C(C)C (1-Isopropyl-6-methyl-4-oxo-5-(3-trifluoromethyl-phenyl)-1,4-dihydro-pyridine-3-carboxylic acid (5-methyl-[1,3,4]oxadiazol-2-ylmethyl)-amide). Reaction SMILES: [CH:1]([N:4]1[C:9]([CH3:10])=[C:8]([C:11]2[CH:16]=[CH:15][CH:14]=[C:13]([C:17]([F:20])([F:19])[F:18])[CH:12]=2)[C:7](=[O:21])[C:6]([C:22]([OH:24])=O)=[CH:5]1)([CH3:3])[CH3:2].CN(C(ON1N=NC2C=CC=CC1=2)=[N+](C)C)C.[B-](F)(F)(F)F.CN1CCOCC1.[CH3:54][C:55]1[O:59][C:58]([CH2:60][NH2:61])=[N:57][N:56]=1>CN(C=O)C>[CH3:54][C:55]1[O:59][C:58]([CH2:60][NH:61][C:22]([C:6]2[C:7](=[O:21])[C:8]([C:11]3[CH:16]=[CH:15][CH:14]=[C:13]([C:17]([F:20])([F:19])[F:18])[CH:12]=3)=[C:9]([CH3:10])[N:4]([CH:1]([CH3:2])[CH3:3])[CH:5]=2)=[O:24])=[N:57][N:56]=1 |f:1.2|. Reported procedure: A solution of 1-isopropyl-6-methyl-4-oxo-5-(3-trifluoromethyl-phenyl)-1,4-dihydro-pyridine-3-carboxylic acid (preparation 3, 65 mg, 0.192 mmol), TBTU (75 mg, 0.232 mmol), N-methylmorpholine (42 μL, 0.383 mmol) in DMF (1 mL) is stirred for 15 min at room temperature. C-(5-Methyl-[1,3,4]oxadiazol-2-yl)-methylamine (24 mg, 0.211 mmol) is added and the reaction mixture is stirred for 18 h at room temperature. The reaction mixture is purified by preparative reversed-phase HPLC (Sunfire, gradient of a... The reactants are C1(CCCCC1)=CC1=C(C=CC=C1)[N+](=O)[O-] (1-(cyclohexylidenemethyl)-2-nitrobenzene). Reagents/catalysts: [Fe] (iron). Solvent: C(C)(=O)O (acetic acid). The product is C1(CCCCC1)=CC1=C(N)C=CC=C1 (2-(cyclohexylidenemethyl)aniline). Reaction SMILES: [C:1]1(=[CH:7][C:8]2[CH:13]=[CH:12][CH:11]=[CH:10][C:9]=2[N+:14]([O-])=O)[CH2:6][CH2:5][CH2:4][CH2:3][CH2:2]1>C(O)(=O)C.[Fe]>[C:1]1(=[CH:7][C:8]2[CH:13]=[CH:12][CH:11]=[CH:10][C:9]=2[NH2:14])[CH2:2][CH2:3][CH2:4][CH2:5][CH2:6]1. Procedure details: To 1-(cyclohexylidenemethyl)-2-nitrobenzene (1.6 g) in glacial acetic acid (50 mL), at 85° C., was added iron powder (2.07 g). The mixture was refluxed for 15 min. The mixture was cooled and filtered through clay. The filtrate was partitioned between EtOAc and ice water. The ethyl acetate layer was washed well with a saturated NaHCO3 solution, dried (MgSO4), and concentrated in vacuo. The residue was chromatographed on silica gel eluting with hexanes to give 2-(cyclohexylidenemethyl)aniline. Starting materials: C(C)(C)(C)OC(=O)CC1=CC=C(C=C1)OC(=O)C=1C=C2C(CC(OC2=CC1)(C)C)(C)C (2,2,4,4-tetramethyl-chroman-6-carboxylic acid 4-(tert-butoxycarbonylmethyl)phenyl ester), C(C)(C)(C)OC(=O)CC1=CC=C(C=C1)OC(=O)C=1C=C2C(CC(OC2=CC1)(C)C)(C)C (2,2,4,4-tetramethyl-chroman-6-carboxylic acid 4-(tert-butoxycarbonylmethyl)phenyl ester), FC(C(=O)O)(F)F (trifluoroacetic acid). Conditions: time 1 hour. Yields the product C(=O)(O)CC1=CC=C(C=C1)OC(=O)C=1C=C2C(CC(OC2=CC1)(C)C)(C)C (2,2,4,4-Tetramethyl-chroman-6-carboxylic acid 4-(carboxymethyl)phenyl ester). Isolated yield 53.1%. RXN SMILES: C([O:5][C:6]([CH2:8][C:9]1[CH:14]=[CH:13][C:12]([O:15][C:16]([C:18]2[CH:19]=[C:20]3[C:25](=[CH:26][CH:27]=2)[O:24][C:23]([CH3:29])([CH3:28])[CH2:22][C:21]3([CH3:31])[CH3:30])=[O:17])=[CH:11][CH:10]=1)=[O:7])(C)(C)C.FC(F)(F)C(O)=O>>[C:6]([CH2:8][C:9]1[CH:10]=[CH:11][C:12]([O:15][C:16]([C:18]2[CH:19]=[C:20]3[C:25](=[CH:26][CH:27]=2)[O:24][C:23]([CH3:29])([CH3:28])[CH2:22][C:21]3([CH3:31])[CH3:30])=[O:17])=[CH:13][CH:14]=1)([OH:7])=[O:5]. Procedure details: A solution of 2,2,4,4-tetramethyl-chroman-6-carboxylic acid 4-(tert-butoxycarbonylmethyl)phenyl ester (Compound 45, 0.1 g, 0.23 mmol) was treated with 5 mL of trifluoroacetic acid and stirred at ambient temperature for 1 h. The trifluoroacetic acid was distilled off under reduced pressure and the residue was subjected to preparative reverse phase HPLC using 10% water in acetonitrile as the mobile phase to afford the title compound as a white solid (0.045 g, 50%). Starting materials: C1CCOC1, FC(F)(F)Oc1ccc(-c2ccc(C3CC[SiH](Cl)CC3)cc2)cc1, FCCCCBr, [Mg]. Product: FCCCC[SiH]1CCC(c2ccc(-c3ccc(OC(F)(F)F)cc3)cc2)CC1. Reaction SMILES: [CH2:32]1[O:33][CH2:34][CH2:35][CH2:36]1.[Cl:8][SiH:9]1[CH2:10][CH2:11][CH:12]([c:15]2[cH:16][cH:17][c:18](-[c:21]3[cH:22][cH:23][c:24]([O:27][C:28]([F:29])([F:30])[F:31])[cH:25][cH:26]3)[cH:19][cH:20]2)[CH2:13][CH2:14]1.[F:1][CH2:2][CH2:3][CH2:4][CH2:5][Br:6].[Mg:7]>>[F:1][CH2:2][CH2:3][CH2:4][CH2:5][SiH:9]1[CH2:10][CH2:11][CH:12]([c:15]2[cH:16][cH:17][c:18](-[c:21]3[cH:22][cH:23][c:24]([O:27][C:28]([F:29])([F:30])[F:31])[cH:25][cH:26]3)[cH:19][cH:20]2)[CH2:13][CH2:14]1. Starting materials: [H-].[Na+] (NaH), BrCC#N (bromoacetonitrile), [H-].[Na+] (NaH), ClC=1C=C(C=C(C1)F)[C@@H]([C@H]1CN(CCC1)C(=O)OC(C)(C)C)O ((R)-tert-butyl 3-((R)-(3-chloro-5-fluorophenyl)(hydroxy)methyl)piperidine-1-carboxylate), BrCC#N (bromoacetonitrile), starting material. Run in C(C)#N (acetonitrile). Reaction conditions: time 1 hour. Product: ClC=1C=C(C=C(C1)F)[C@@H]([C@H]1CN(CCC1)C(=O)OC(C)(C)C)OCC#N ((R)-tert-butyl 3-((R)-(3-chloro-5-fluorophenyl)(cyanomethoxy)methyl)piperidine-1-carboxylate). Isolated yield 150.7%. As a reaction SMILES: [Cl:1][C:2]1[CH:3]=[C:4]([C@H:9]([OH:23])[C@@H:10]2[CH2:15][CH2:14][CH2:13][N:12]([C:16]([O:18][C:19]([CH3:22])([CH3:21])[CH3:20])=[O:17])[CH2:11]2)[CH:5]=[C:6]([F:8])[CH:7]=1.[H-].[Na+].Br[CH2:27][C:28]#[N:29]>C(#N)C>[Cl:1][C:2]1[CH:3]=[C:4]([C@H:9]([O:23][CH2:27][C:28]#[N:29])[C@@H:10]2[CH2:15][CH2:14][CH2:13][N:12]([C:16]([O:18][C:19]([CH3:20])([CH3:22])[CH3:21])=[O:17])[CH2:11]2)[CH:5]=[C:6]([F:8])[CH:7]=1 |f:1.2|. Procedure: A solution of (R)-tert-butyl 3-((R)-(3-chloro-5-fluorophenyl)(hydroxy)methyl)piperidine-1-carboxylate (55 g, 0.156 mol) in acetonitrile (1.2 L) was cooled to 0° C., NaH (19.2 g, 0.48 mol, 60% in oil) was added in portions, then the mixture was stirred at rt for 1 hr. The mixture was cooled to −20° C. and bromoacetonitrile (57.7 g, 0.48 mol) was added dropwise. After 0.5 hr, additional NaH (19.2 g, 0.48 mol, 60% in oil) and bromoacetonitrile (57.7 g, 0.48 mol) was added. TLC showed 80% of the sta... Reactants: C=CCBr, COC(=O)C(Cc1cccc(O)c1)NC(=O)OC(C)(C)C, CC(C)=O, [K+], [K+], O=C([O-])[O-], O. Yields the product C=CCOc1cccc(CC(NC(=O)OC(C)(C)C)C(=O)OC)c1. As a reaction SMILES: [CH2:28]([CH:29]=[CH2:30])[Br:31].[CH3:1][O:2][C:3]([CH:4]([CH2:5][c:6]1[cH:7][c:8]([OH:12])[cH:9][cH:10][cH:11]1)[NH:13][C:14](=[O:15])[O:16][C:17]([CH3:18])([CH3:19])[CH3:20])=[O:21].[CH3:33][C:34](=[O:35])[CH3:36].[K+:22].[K+:23].[O-:24][C:25]([O-:26])=[O:27].[OH2:32]>>[CH3:1][O:2][C:3]([CH:4]([CH2:5][c:6]1[cH:7][c:8]([O:12][CH2:30][CH:29]=[CH2:28])[cH:9][cH:10][cH:11]1)[NH:13][C:14](=[O:15])[O:16][C:17]([CH3:18])([CH3:19])[CH3:20])=[O:21]. Procedure: To a mixture of ethyl 4-isopropyl-2-(methylsulfonyl)pyrimidine-5-carboxylate (500 mg) and 1,4-dioxane (10 mL) was added exo-2-aminonorbornane (612 mg) at room temperature, and the mixture was stirred at the same temperature for 2 hours. To the reaction mixture was added water, and the aqueous layer was extracted with ethyl acetate. The organic layer was washed with water and saturated brine, and dried over anhydrous magnesium sulfate, and then the solvent was evaporated under reduced pressure. T... RXN SMILES: [CH:1]([C:4]1[C:9]([C:10]([O:12][CH2:13][CH3:14])=[O:11])=[CH:8][N:7]=[C:6](S(C)(=O)=O)[N:5]=1)([CH3:3])[CH3:2].O1CCOCC1.[CH2:25]1[CH:29]2[CH2:30][CH:31]([NH2:32])[CH:27]([CH2:28]2)[CH2:26]1>O>[C@H:27]12[CH2:28][C@H:29]([CH2:25][CH2:26]1)[CH2:30][C@H:31]2[NH:32][C:6]1[N:5]=[C:4]([CH:1]([CH3:3])[CH3:2])[C:9]([C:10]([O:12][CH2:13][CH3:14])=[O:11])=[CH:8][N:7]=1. The solvent is O (water). Reactants: C(C)(C)C1=NC(=NC=C1C(=O)OCC)S(=O)(=O)C (ethyl 4-isopropyl-2-(methylsulfonyl)pyrimidine-5-carboxylate), O1CCOCC1 (1,4-dioxane), C1CC2CC1CC2N (exo-2-aminonorbornane). The product is [C@@H]12[C@@H](C[C@@H](CC1)C2)NC2=NC=C(C(=N2)C(C)C)C(=O)OCC (ethyl rac-2-[(1R,2R,4S)-bicyclo[2.2.1]hept-2-ylamino]-4-isopropylpyrimidine-5-carboxylate). Isolated yield 84.4%. Run at time 2 hour.